describe an organic reaction: reactants, conditions, products, and yield From a dataset of the Open Reaction Database (ORD), a public repository of structured organic reaction records. Solvent: CCOCC (ether), O1CCCC1 (tetrahydrofuran). Reaction SMILES: [CH3:1][Mg]Cl.[CH3:4][N:5]1[C:13]2[N:12]=[CH:11][N:10]([CH2:14][CH2:15][CH3:16])[C:9]=2[C:8](=[O:17])[N:7]([CH2:18][CH2:19][CH2:20][CH2:21][C:22](=[O:24])[CH3:23])[C:6]1=[O:25].[Cl-].[NH4+]>O1CCCC1.CCOCC>[OH:24][C:22]([CH3:1])([CH3:23])[CH2:21][CH2:20][CH2:19][CH2:18][N:7]1[C:8](=[O:17])[C:9]2[N:10]([CH2:14][CH2:15][CH3:16])[CH:11]=[N:12][C:13]=2[N:5]([CH3:4])[C:6]1=[O:25] |f:2.3|. Procedure details: 22.4 g (0.3 mol) of methylmagnesium chloride in the form of a 20% strength solution in tetrahydrofuran are added dropwise with vigorous stirring at room temperature to a suspension of 61.3 g (0.2 mol) of 3-methyl-1-(5-oxohexyl)-7-propylxanthine in 2 l of anhydrous ether, the internal temperature rising to approximately 30° C. The mixture is then warmed with stirring and under reflux for 2 hours, treated with saturated aqueous ammonium chloride solution to decompose the alkoxide formed, and the o... Starting materials: CN1C(N(C(C=2N(C=NC12)CCC)=O)CCCCC(C)=O)=O (3-methyl-1-(5-oxohexyl)-7-propylxanthine), alkoxide, C[Mg]Cl (methylmagnesium chloride), [Cl-].[NH4+] (ammonium chloride). Yields the product OC(CCCCN1C(=O)N(C=2N=CN(C2C1=O)CCC)C)(C)C (1-(5-hydroxy-5-methylhexyl)-3-methyl-7-propylxanthine). The reactants are [Al+3], CCO, [Cl-], [Cl-], [Cl-], COc1ccccc1Cl, Clc1ccccc1, Cl, I[Cu]I, Nc1ccccc1, O=C1C=CC(=O)O1, CCOS(=O)(=O)OCC. The product is COc1ccc(C(=O)C=CC(=O)Nc2ccccc2)cc1Cl. Reaction SMILES: [Al+3:18].[CH3:41][CH2:42][OH:43].[Cl-:17].[Cl-:19].[Cl-:20].[Cl:21][c:22]1[c:23]([O:28][CH3:29])[cH:24][cH:25][cH:26][cH:27]1.[Cl:44][c:45]1[cH:46][cH:47][cH:48][cH:49][cH:50]1.[ClH:30].[Cu:38]([I:39])[I:40].[NH2:31][c:32]1[cH:33][cH:34][cH:35][cH:36][cH:37]1.[O:1]=[C:2]1[O:3][C:4](=[O:5])[CH:6]=[CH:7]1.[S:8]([O:9][CH2:10][CH3:11])([O:12][CH2:13][CH3:14])(=[O:15])=[O:16]>>[C:2](=[O:3])([CH:7]=[CH:6][C:4](=[O:5])[NH:31][c:32]1[cH:33][cH:34][cH:35][cH:36][cH:37]1)[c:26]1[cH:25][cH:24][c:23]([O:28][CH3:29])[c:22]([Cl:21])[cH:27]1. The reactants are CC=1OC2=C(C=CC=C2C(C1)=O)C=O (2-methyl-4-oxo-4H-chromene-8-carbaldehyde), CC(CC(C)=O)=O (2,4-pentanedione), N\C(=C/C(=O)OC1CCC1)\C (cyclobutyl 3-aminocrotonate), C(C)(=O)O (acetic acid). Run in CC(C)O (2-propanol). Product: C(C)(=O)C=1C(C(=C(NC1C)C)C(=O)OC1CCC1)C=1C=CC=C2C(C=C(OC12)C)=O (Cyclobutyl 5-acetyl-2,6-dimethyl-4-(2-methyl-4-oxo-4H-chromen-8-yl)-1,4-dihydropyridine-3-carboxylate). RXN SMILES: [CH3:1][C:2]1[O:3][C:4]2[C:9]([C:10](=[O:12])[CH:11]=1)=[CH:8][CH:7]=[CH:6][C:5]=2[CH:13]=O.[CH3:15][C:16](=O)[CH2:17][C:18](=[O:20])[CH3:19].[NH2:22]/[C:23](/[CH3:32])=[CH:24]\[C:25]([O:27][CH:28]1[CH2:31][CH2:30][CH2:29]1)=[O:26].C(O)(=O)C>CC(O)C>[C:18]([C:17]1[CH:13]([C:5]2[CH:6]=[CH:7][CH:8]=[C:9]3[C:4]=2[O:3][C:2]([CH3:1])=[CH:11][C:10]3=[O:12])[C:24]([C:25]([O:27][CH:28]2[CH2:31][CH2:30][CH2:29]2)=[O:26])=[C:23]([CH3:32])[NH:22][C:16]=1[CH3:15])(=[O:20])[CH3:19]. Procedure: 100 mg (0.53 mmol) of 2-methyl-4-oxo-4H-chromene-8-carbaldehyde are dissolved with 93.1 mg (0.93 mmol) of 2,4-pentanedione, 82.5 mg (0.53 mmol) of cyclobutyl 3-aminocrotonate and 31.9 mg (0.53 mmol) of acetic acid in 5 ml of 2-propanol and heated to reflux under argon for 10 h. The solvent is removed in vacuo, and the residue is purified by preparative HPLC. 82 mg (37% of theory) of the title compound are obtained as a yellow solid. Starting materials: Fc1ccc(-c2cn3c(n2)CCC3)c(F)c1, O=C1CCC(=O)N1I, CN(C)C=O. The product is Fc1ccc(-c2nc3n(c2I)CCC3)c(F)c1. RXN SMILES: [F:9][c:10]1[c:11](-[c:17]2[n:18][c:19]3[n:20]([cH:21]2)[CH2:22][CH2:23][CH2:24]3)[cH:12][cH:13][c:14]([F:16])[cH:15]1.[O:1]=[C:2]1[N:3]([I:8])[C:4](=[O:5])[CH2:6][CH2:7]1.[O:25]=[CH:26][N:27]([CH3:28])[CH3:29]>>[I:8][c:21]1[c:17](-[c:11]2[c:10]([F:9])[cH:15][c:14]([F:16])[cH:13][cH:12]2)[n:18][c:19]2[n:20]1[CH2:22][CH2:23][CH2:24]2. Reactants: BrB(Br)Br, Brc1ccc2nnc(-c3cccc(OCc4ccccc4)c3)n2c1, ClCCl, [Na+], O=C([O-])O. Product: Oc1cccc(-c2nnc3ccc(Br)cn23)c1. RXN SMILES: [B:1]([Br:2])([Br:3])[Br:4].[CH2:5]([c:6]1[cH:7][cH:8][cH:9][cH:10][cH:11]1)[O:12][c:13]1[cH:14][c:15](-[c:19]2[n:20][n:21][c:22]3[n:23]2[cH:24][c:25]([Br:28])[cH:26][cH:27]3)[cH:16][cH:17][cH:18]1.[Cl:34][CH2:35][Cl:36].[Na+:33].[O-:29][C:30]([OH:31])=[O:32]>>[OH:12][c:13]1[cH:14][c:15](-[c:19]2[n:20][n:21][c:22]3[n:23]2[cH:24][c:25]([Br:28])[cH:26][cH:27]3)[cH:16][cH:17][cH:18]1.